describe an organic reaction: reactants, conditions, products, and yield From a dataset of the Open Reaction Database (ORD), a public repository of structured organic reaction records. Starting materials: COC(=O)c1ccc(CBr)cc1, [H-], [Na+], CN(C)C=O, O, c1ccc2c(c1)[nH]c1ccccc12. Product: COC(=O)c1ccc(Cn2c3ccccc3c3ccccc32)cc1. As a reaction SMILES: [CH3:21][O:22][C:23]([c:24]1[cH:25][cH:26][c:27]([CH2:30][Br:31])[cH:28][cH:29]1)=[O:32].[H-:14].[Na+:15].[O:16]=[CH:17][N:18]([CH3:19])[CH3:20].[OH2:33].[cH:1]1[cH:2][cH:3][cH:4][c:5]2[c:6]3[cH:7][cH:8][cH:9][cH:10][c:11]3[nH:12][c:13]12>>[cH:1]1[cH:2][cH:3][cH:4][c:5]2[c:6]3[cH:7][cH:8][cH:9][cH:10][c:11]3[n:12]([CH2:30][c:27]3[cH:26][cH:25][c:24]([C:23]([O:22][CH3:21])=[O:32])[cH:29][cH:28]3)[c:13]12. Starting materials: Cl.Cl.ClC1=CC=C(C=C1)C=1C=2[C@H]3[C@@H](NC2C=CC1)CCNCC3 ((5aS*,10bS*)-10-(4-chlorophenyl)-1,2,3,4,5,5a,6, 10b-octahydroazepino[4,5-b]indole dihydrochloride), ClC1=C(C=CC=C1)NC=1C=2C3=C(NC2C=CC1)CCNCC3 (N-(2-chlorophenyl)-1,2,3,4,5,6-hexahydroazepino[4,5-b]indol-10-amine). Yields the product ClC1=C(C=CC=C1)NC=1C=2[C@H]3[C@@H](NC2C=CC1)CCNCC3 ((5aS*,10bS*)-N-(2-chlorophenyl)-1,2,3,4,5,5a,6,10b-octahydroazepino[4,5-b]indol-10-amine). RXN SMILES: Cl.Cl.ClC1C=CC(C2C3[C@@H]4CCNCC[C@@H]4NC=3C=CC=2)=CC=1.[Cl:24][C:25]1[CH:30]=[CH:29][CH:28]=[CH:27][C:26]=1[NH:31][C:32]1[C:33]2[C:34]3[CH2:45][CH2:44][NH:43][CH2:42][CH2:41][C:35]=3[NH:36][C:37]=2[CH:38]=[CH:39][CH:40]=1>>[Cl:24][C:25]1[CH:30]=[CH:29][CH:28]=[CH:27][C:26]=1[NH:31][C:32]1[C:33]2[C@@H:34]3[CH2:45][CH2:44][NH:43][CH2:42][CH2:41][C@@H:35]3[NH:36][C:37]=2[CH:38]=[CH:39][CH:40]=1 |f:0.1.2|. Reported procedure: Following the procedure for the preparation of (5aS*,10bS*)-10-(4-chlorophenyl)-1,2,3,4,5,5a,6, 10b-octahydroazepino[4,5-b]indole dihydrochloride, making non-critical variations, starting from N-(2-chlorophenyl)-1,2,3,4,5,6-hexahydroazepino[4,5-b]indol-10-amine the title compound was prepared: 1H NMR (DMSO-d6)δ 61.68, 1.77, 1.93, 2.58, 2.73, 2.95, 5.62, 6.20, 6.77-6.82, 6.86, 6.94, 7.14, 7.37. HRMS (FAB) calcd for C18H20ClN3 (MH+) 314.1424, found 314.1422.